Dataset: the Open Reaction Database (ORD), a public repository of structured organic reaction records. Task: describe an organic reaction: reactants, conditions, products, and yield Starting materials: C(C1=CC=CC=C1)O[C@@H]1[C@H](O[C@@H]([C@H]([C@H]1OCC1=CC=CC=C1)OCC1=CC=CC=C1)CI)COCC1=CC=CC=C1 ((2R,3R,4S,5S,6S)-3,4,5-tris(benzyloxy)-2-((benzyloxy)methyl)-6-(iodomethyl)tetrahydro-2H-pyran), P(OCC)(OCC)OCC (triethyl phosphite). The product is C(C1=CC=CC=C1)O[C@@H]1[C@H](O[C@@H]([C@H]([C@@H]1OCC1=CC=CC=C1)OCC1=CC=CC=C1)COCC1=CC=CC=C1)CP(OCC)(OCC)=O (diethyl (((2S,3S,4S,5R,6R)-3,4,5-tris(benzyloxy)-6-((benzyloxy)methyl)tetrahydro-2H-pyran-2-yl)methyl)phosphonate). Isolated yield 70.0%. RXN SMILES: [CH2:1]([O:8][C@H:9]1[C@H:14]([O:15][CH2:16][C:17]2[CH:22]=[CH:21][CH:20]=[CH:19][CH:18]=2)[C@H:13]([O:23][CH2:24][C:25]2[CH:30]=[CH:29][CH:28]=[CH:27][CH:26]=2)[C@@H:12]([CH2:31]I)[O:11][C@@H:10]1[CH2:33][O:34][CH2:35][C:36]1[CH:41]=[CH:40][CH:39]=[CH:38][CH:37]=1)[C:2]1[CH:7]=[CH:6][CH:5]=[CH:4][CH:3]=1.[P:42]([O:49]CC)([O:46][CH2:47][CH3:48])[O:43][CH2:44][CH3:45]>>[CH2:24]([O:23][C@H:13]1[C@@H:14]([O:15][CH2:16][C:17]2[CH:22]=[CH:21][CH:20]=[CH:19][CH:18]=2)[C@H:9]([O:8][CH2:1][C:2]2[CH:7]=[CH:6][CH:5]=[CH:4][CH:3]=2)[C@@H:10]([CH2:33][O:34][CH2:35][C:36]2[CH:41]=[CH:40][CH:39]=[CH:38][CH:37]=2)[O:11][C@@H:12]1[CH2:31][P:42](=[O:49])([O:46][CH2:47][CH3:48])[O:43][CH2:44][CH3:45])[C:25]1[CH:30]=[CH:29][CH:28]=[CH:27][CH:26]=1. Procedure: A solution of (2R,3R,4S,5S,6S)-3,4,5-tris(benzyloxy)-2-((benzyloxy)methyl)-6-(iodomethyl)tetrahydro-2H-pyran (0.7 g, 0.75 mmol, 1.0 equiv) in anhydrous triethyl phosphite (9.0 mL) was heated to 160° C. in a 50 mL sealed tube for 16 hours. The solvent was removed using a Kugelrohr distillation setup, and the material thus obtained was purified by silica gel chromatography, eluting with 50% EtOAc in petroleum ether, to give diethyl (((2S,3S,4S,5R,6R)-3,4,5-tris(benzyloxy)-6-((benzyloxy)methyl)tetr... Starting materials: S(O)(O)(=O)=O (sulfuric acid), C1(CC1)N1C=C(C(C2=CC(=C(C(=C12)C)N1CCC(CC1)=O)F)=O)C(=O)O (1-Cyclopropyl-7-(4-oxo-1-piperidyl)-6-fluoro-8-methyl-1,4-dihydro-4-oxoquinoline-3-carboxylic acid), ice water, [OH-].[B+3].[Na+].[OH-].[OH-].[OH-] (sodium boron hydroxide). The solvent is [OH-].[Na+] (sodium hydroxide). Conditions: time 30 minute. Yields the product C1(CC1)N1C=C(C(C2=CC(=C(C(=C12)C)N1CCC(CC1)O)F)=O)C(=O)O (1-cyclopropyl-7-(4-hydroxy-1-piperidyl)-6-fluoro-8-methyl-1,4dihydro-4-oxoquinoline-3-carboxylic acid). Isolated yield 63.6%. Reaction SMILES: [CH:1]1([N:4]2[C:13]3[C:8](=[CH:9][C:10]([F:22])=[C:11]([N:15]4[CH2:20][CH2:19][C:18](=[O:21])[CH2:17][CH2:16]4)[C:12]=3[CH3:14])[C:7](=[O:23])[C:6]([C:24]([OH:26])=[O:25])=[CH:5]2)[CH2:3][CH2:2]1.[OH-].[B+3].[Na+].[OH-].[OH-].[OH-].S(=O)(=O)(O)O>[OH-].[Na+]>[CH:1]1([N:4]2[C:13]3[C:8](=[CH:9][C:10]([F:22])=[C:11]([N:15]4[CH2:20][CH2:19][CH:18]([OH:21])[CH2:17][CH2:16]4)[C:12]=3[CH3:14])[C:7](=[O:23])[C:6]([C:24]([OH:26])=[O:25])=[CH:5]2)[CH2:2][CH2:3]1 |f:1.2.3.4.5.6,8.9|. Procedure details: 1-Cyclopropyl-7-(4-oxo-1-piperidyl)-6-fluoro-8-methyl-1,4-dihydro-4-oxoquinoline-3-carboxylic acid (0.25 g) is dissolved in 1% aqueous sodium hydroxide (28 ml), and thereto is added sodium boron hydroxide (0.1 g) at room temperature. The mixture is stirred at the same temperature for 30 minutes, and the resulting mixture is poured into ice water and then acidified with conc. sulfuric acid. The mixture is extracted with dichloromethane, and the solvent is distilled off. The resulting residue is c... Reactants: CC(C)(C)OC(=O)N(C(=O)OC(C)(C)C)N(C(=O)OC(C)(C)C)c1nc(Cl)nc(Cl)c1F, CCOCC, CC(C)N, CCN(C(C)C)C(C)C, CN(C)C=O. The product is CC(C)Nc1nc(Cl)nc(N(C(=O)OC(C)(C)C)N(C(=O)OC(C)(C)C)C(=O)OC(C)(C)C)c1F. Reaction SMILES: [CH3:14][C:15]([CH3:16])([CH3:17])[O:18][C:19](=[O:20])[N:21]([N:22]([C:23](=[O:24])[O:25][C:26]([CH3:27])([CH3:28])[CH3:29])[c:30]1[n:31][c:32]([Cl:38])[n:33][c:34]([Cl:37])[c:35]1[F:36])[C:39](=[O:40])[O:41][C:42]([CH3:43])([CH3:44])[CH3:45].[CH3:51][CH2:52][O:53][CH2:54][CH3:55].[CH:1]([CH3:2])([CH3:3])[NH2:4].[CH:5]([N:6]([CH2:7][CH3:8])[CH:9]([CH3:10])[CH3:11])([CH3:12])[CH3:13].[O:46]=[CH:47][N:48]([CH3:49])[CH3:50]>>[CH:1]([CH3:2])([CH3:3])[NH:4][c:34]1[n:33][c:32]([Cl:38])[n:31][c:30]([N:22]([N:21]([C:19]([O:18][C:15]([CH3:14])([CH3:16])[CH3:17])=[O:20])[C:39](=[O:40])[O:41][C:42]([CH3:43])([CH3:44])[CH3:45])[C:23](=[O:24])[O:25][C:26]([CH3:27])([CH3:28])[CH3:29])[c:35]1[F:36]. Starting materials: FC1(CN(CC1)C1CCN(CC1)CC=1C(=NC2=CC=C(C=C2C1C(=O)O)S(=O)(=O)C)C1=CC(=CC=C1)C(F)(F)F)F (3-{[4-(3,3-difluoro-1-pyrrolidinyl)-1-piperidinyl]methyl}-6-(methylsulfonyl)-2-[3-(trifluoromethyl)phenyl]-4-quinolinecarboxylic acid), FC([C@@H](C1=CC=CC=C1)N)(F)F ([(1R)-2,2,2-trifluoro-1-phenylethyl]amine), C(C)(C)N(C(C)C)CC (N,N-diisopropylethylamine), CCCP(=O)=O (propylphosphonic anhydride), solution. Run in O (Water), C(C)(=O)OCC (ethyl acetate), ClCCl (dichloromethane). Conditions: time 30 minute. Yields the product FC1(CN(CC1)C1CCN(CC1)CC=1C(=NC2=CC=C(C=C2C1C(=O)N[C@@H](C(F)(F)F)C1=CC=CC=C1)S(=O)(=O)C)C1=CC(=CC=C1)C(F)(F)F)F (3-{[4-(3,3-difluoro-1-pyrrolidinyl)-1-piperidinyl]methyl}-6-(methylsulfonyl)-2-[3-(trifluoromethyl)phenyl]-N-[(1R)-2,2,2-trifluoro-1-phenylethyl]-4-quinolinecarboxamide). Yield: 87.3%. Reaction SMILES: [F:1][C:2]1([F:41])[CH2:6][CH2:5][N:4]([CH:7]2[CH2:12][CH2:11][N:10]([CH2:13][C:14]3[C:15]([C:31]4[CH:36]=[CH:35][CH:34]=[C:33]([C:37]([F:40])([F:39])[F:38])[CH:32]=4)=[N:16][C:17]4[C:22]([C:23]=3[C:24](O)=[O:25])=[CH:21][C:20]([S:27]([CH3:30])(=[O:29])=[O:28])=[CH:19][CH:18]=4)[CH2:9][CH2:8]2)[CH2:3]1.[F:42][C:43]([F:53])([F:52])[C@H:44]([NH2:51])[C:45]1[CH:50]=[CH:49][CH:48]=[CH:47][CH:46]=1.C(N(CC)C(C)C)(C)C.CCCP(=O)=O>C(OCC)(=O)C.ClCCl.O>[F:41][C:2]1([F:1])[CH2:6][CH2:5][N:4]([CH:7]2[CH2:12][CH2:11][N:10]([CH2:13][C:14]3[C:15]([C:31]4[CH:36]=[CH:35][CH:34]=[C:33]([C:37]([F:40])([F:39])[F:38])[CH:32]=4)=[N:16][C:17]4[C:22]([C:23]=3[C:24]([NH:51][C@H:44]([C:45]3[CH:50]=[CH:49][CH:48]=[CH:47][CH:46]=3)[C:43]([F:42])([F:52])[F:53])=[O:25])=[CH:21][C:20]([S:27]([CH3:30])(=[O:28])=[O:29])=[CH:19][CH:18]=4)[CH2:9][CH2:8]2)[CH2:3]1. Procedure: A suspension of 3-{[4-(3,3-difluoro-1-pyrrolidinyl)-1-piperidinyl]methyl}-6-(methylsulfonyl)-2-[3-(trifluoromethyl)phenyl]-4-quinolinecarboxylic acid (0.100 g, 0.167 mmol), [(1R)-2,2,2-trifluoro-1-phenylethyl]amine (0.046 g, 0.218 mmol), N,N-diisopropylethylamine (0.088 mL, 0.502 mmol), and propylphosphonic anhydride (0.128 mL of a 50% solution in ethyl acetate, 0.218 mmol) in dichloromethane (2.57 mL) was stirred at room temperature for 30 min. Water (2 mL) was added, and the mixture was poured... Starting materials: C1(CC1)C[C@@H](C1=NOC(=N1)C)NC(=O)C1=NC(=C(C=C1)N1CC(C1)(F)F)OCC1CC1 (6-cyclopropylmethoxy-5-(3,3-difluoro-azetidin-1-yl)-pyridine-2-carboxylic acid [(S)-2-cyclopropyl-1-(5-methyl-[1,2,4]oxadiazol-3-yl)-ethyl]-amide), CI (methyl iodide), [H-].[Na+] (sodium hydride). Yields the product C1(CC1)C[C@@H](C1=NOC(=N1)C)N(C(=O)C1=NC(=C(C=C1)N1CC(C1)(F)F)OCC1CC1)C (6-Cyclopropylmethoxy-5-(3,3-difluoro-azetidin-1-yl)-pyridine-2-carboxylic acid [(S)-2-cyclopropyl-1-(5-methyl-[1,2,4]oxadiazol-3-yl)-ethyl]-methyl-amide). Reaction SMILES: [CH:1]1([CH2:4][C@H:5]([NH:12][C:13]([C:15]2[CH:20]=[CH:19][C:18]([N:21]3[CH2:24][C:23]([F:26])([F:25])[CH2:22]3)=[C:17]([O:27][CH2:28][CH:29]3[CH2:31][CH2:30]3)[N:16]=2)=[O:14])[C:6]2[N:10]=[C:9]([CH3:11])[O:8][N:7]=2)[CH2:3][CH2:2]1.[CH3:32]I.[H-].[Na+]>>[CH:1]1([CH2:4][C@H:5]([N:12]([CH3:32])[C:13]([C:15]2[CH:20]=[CH:19][C:18]([N:21]3[CH2:22][C:23]([F:25])([F:26])[CH2:24]3)=[C:17]([O:27][CH2:28][CH:29]3[CH2:31][CH2:30]3)[N:16]=2)=[O:14])[C:6]2[N:10]=[C:9]([CH3:11])[O:8][N:7]=2)[CH2:2][CH2:3]1 |f:2.3|. Reported procedure: In analogy to the procure described in Example 16 b), 6-cyclopropylmethoxy-5-(3,3-difluoro-azetidin-1-yl)-pyridine-2-carboxylic acid [(S)-2-cyclopropyl-1-(5-methyl-[1,2,4]oxadiazol-3-yl)-ethyl]-amide was reacted with methyl iodide (CAN 74-88-4) in the presence of sodium hydride to give the title compound as colorless oil; MS (EI): m/e=448.2 [MH]+.